This data is from the Open Reaction Database (ORD), a public repository of structured organic reaction records. The task is: describe an organic reaction: reactants, conditions, products, and yield Reactants: C(=O)(Cl)Cl (phosgene), CN(C)C=O (N,N,-dimethylformamide), C(CCCCCCCC)(=O)O (pelargonic acid), C(=O)(Cl)Cl (phosgene). Yields the product C(CCCCCCCC)(=O)Cl (Pelargonoyl Chloride). Reaction SMILES: CN(C=O)C.[C:6]([OH:16])(=O)[CH2:7][CH2:8][CH2:9][CH2:10][CH2:11][CH2:12][CH2:13][CH3:14].C(Cl)([Cl:19])=O>>[C:6]([Cl:19])(=[O:16])[CH2:7][CH2:8][CH2:9][CH2:10][CH2:11][CH2:12][CH2:13][CH3:14]. Procedure: 100.5 g (1.38 mol) of N,N,-dimethylformamide were added to 2.75 mol of pelargonic acid in a stirred apparatus. The reaction solution was brought to a temperature of from 20 to 30° C. with stirring, and a total of 2.78 mol of gaseous phosgene were introduced under atmospheric pressure. After the addition of phosgene was complete, the two phases were separated from one another. The catalyst phase comprised a molar proportion of the catalyst adduct, based on the molar amount of N,N-dimethylformamid... The reactants are N1N=CC=CC2=C1C=CC=C2 (benzodiazepine), [H-].[Na+] (sodium hydride), BrCC(=O)CBr (bromomethylketone). The product is C1(CCCCC1)CC(=O)CBr (Bromomethyl cyclohexylmethyl ketone). Yield: 231.9%. Reaction SMILES: N1[C:7]2[CH:8]=[CH:9][CH:10]=[CH:11][C:6]=2C=CC=N1.[H-].[Na+].[Br:14][CH2:15][C:16]([CH2:18]Br)=[O:17]>>[CH:6]1([CH2:18][C:16]([CH2:15][Br:14])=[O:17])[CH2:11][CH2:10][CH2:9][CH2:8][CH2:7]1 |f:1.2|. Procedure: This was prepared following the method of Example 1B, using the Bock benzodiazepine (250 mg, 0.62 mmol), sodium hydride (26 mg of an 80% dispersion in oil, 0.87 mmol) and the bromomethylketone of Example 32A (219 mg, 1 mmol). The crude product was purified by flash chromatography on silica gel eluant (EtOAc:hexane fr 35:65 v/v) to afford the title compound as a colourless crystalline solid (315 mg, 97%). The reactants are CS(=O)(=O)OCC1CC=2N(C3=CC=CC=C3C2C=2C(NC(C2C2=CN(C3=CC=CC=C23)C)=O)=O)CC1 (3-[6,7,8,9-tetrahydro-8-(methylsulphonyloxymethyl)pyrido[1,2-a]indol-10-yl]-4-(1-methyl-3-indolyl)-1H-pyrrole-2,5-dione), CN(C=O)C (dimethylformamide), O (water). The solvent is N (ammonia). Yields the product C(=O)NCC1CC=2N(C3=CC=CC=C3C2C=2C(NC(C2C2=CN(C3=CC=CC=C23)C)=O)=O)CC1 (3-[8-(formamidomethyl)-6,7,8,9-tetrahydropyrido[1,2-a]indol-10-yl]-4-(1-methyl-3-indolyl)-1H-pyrrole-2,5-dione). As a reaction SMILES: CS(O[CH2:6][CH:7]1[CH2:36][CH2:35][N:10]2[C:11]3[C:16]([C:17]([C:18]4[C:19](=[O:34])[NH:20][C:21](=[O:33])[C:22]=4[C:23]4[C:31]5[C:26](=[CH:27][CH:28]=[CH:29][CH:30]=5)[N:25]([CH3:32])[CH:24]=4)=[C:9]2[CH2:8]1)=[CH:15][CH:14]=[CH:13][CH:12]=3)(=O)=O.O.C[N:39](C)[CH:40]=[O:41]>N>[CH:40]([NH:39][CH2:6][CH:7]1[CH2:36][CH2:35][N:10]2[C:11]3[C:16]([C:17]([C:18]4[C:19](=[O:34])[NH:20][C:21](=[O:33])[C:22]=4[C:23]4[C:31]5[C:26](=[CH:27][CH:28]=[CH:29][CH:30]=5)[N:25]([CH3:32])[CH:24]=4)=[C:9]2[CH2:8]1)=[CH:15][CH:14]=[CH:13][CH:12]=3)=[O:41]. Procedure: A solution of 120 mg of the pyrroledione product of Example 6 in 6 ml of dimethylformamide and 6 ml of 33% aqueous ammonia was heated to 140° C. for 6 hours. The cooled mixture was poured into water and the precipitate was filtered off. The product was purified by chromatography on silica gel with dichloromethane/acetic acid/methanol/water (60:18:2:3). Trituration with ethyl acetate gave 50 mg of 3-[8-(formamidomethyl)-6,7,8,9-tetrahydropyrido[1,2-a]indol-10-yl]-4-(1-methyl-3-indolyl)-1H-pyrrole... Reactants: FC=1C=C2C=CNC2=CC1 (5-fluoro-indole), C(=C)C1=CC=NC=C1 (4-vinyl-pyridine), C([O-])([O-])=O.[K+].[K+] (potassium carbonate), ice. The solvent is C(C)(=O)O (acetic acid). Product: N1=CC=C(C=C1)CCC1=CNC2=CC=C(C=C12)F (3-[2-(4-pyridyl)-ethyl]-5-fluoro-indole). Isolated yield 71.0%. RXN SMILES: [F:1][C:2]1[CH:3]=[C:4]2[C:8](=[CH:9][CH:10]=1)[NH:7][CH:6]=[CH:5]2.[CH:11]([C:13]1[CH:18]=[CH:17][N:16]=[CH:15][CH:14]=1)=[CH2:12].C(=O)([O-])[O-].[K+].[K+]>C(O)(=O)C>[N:16]1[CH:17]=[CH:18][C:13]([CH2:11][CH2:12][C:5]2[C:4]3[C:8](=[CH:9][CH:10]=[C:2]([F:1])[CH:3]=3)[NH:7][CH:6]=2)=[CH:14][CH:15]=1 |f:2.3.4|. Procedure details: The starting product was prepared according to the same procedure as that described in the last paragraph of Example 2. 9.5 g of 5-fluoro-indole (U.S. Pat. No. 879,619) and 11 g 4-vinyl-pyridine were refluxed for 6 hours in 50 ml acetic acid. The mixture was then poured onto 300 g of crushed ice and alkalinized with a 20% potassium carbonate solution. A precipitate formed which was squeezed and washed in water several times. After drying under vacuum, 12 g of 3-[2-(4-pyridyl)-ethyl]-5-fluoro-ind...